Dataset: the Open Reaction Database (ORD), a public repository of structured organic reaction records. Task: describe an organic reaction: reactants, conditions, products, and yield Reactants: C(C)OCC (Diethyl ether), [F-].C(CCC)[N+](CCCC)(CCCC)CCCC (Tetrabutylammonium fluoride), [Si](C)(C)(C(C)(C)C)OCCN1CCN(CC1)C=1C=CC(=NC1)NC=1N=CC2=C(N1)N(C1=C2C=CN=C1)C1CCCC1 (N-(5-(4-(2-((tert-butyl(dimethyl)silyl)oxy)ethyl)-1-piperazinyl)-2-pyridinyl)-9-cyclopentyl-9H-pyrido[4′,3′:4,5]pyrrolo[2,3-d]pyrimidin-2-amine). Reported procedure: Compound 296 (85.0 mg, 148 mmol) was dissolved in dry THF (3 mL).). Tetrabutylammonium fluoride, 1.0M in THF (1.00 mL, 1.00 mmol) was added and the reaction stirred at room temperature for 2 hours. The solvent was removed in vacuo and silica gel chromatography (gradient elution hexanes+2.5%/0-100% ethyl acetate+2.5% TEA, then ethyl acetate+2.5% TEA/0-5% methanol) afforded a yellow solid. This residue was taken up in methanol (3 mL) and 1M ethanolic HCl (1 mL). Diethyl ether (20 mL) was added to ... As a reaction SMILES: [Si]([O:8][CH2:9][CH2:10][N:11]1[CH2:16][CH2:15][N:14]([C:17]2[CH:18]=[CH:19][C:20]([NH:23][C:24]3[N:25]=[CH:26][C:27]4[C:32]5[CH:33]=[CH:34][N:35]=[CH:36][C:31]=5[N:30]([CH:37]5[CH2:41][CH2:40][CH2:39][CH2:38]5)[C:28]=4[N:29]=3)=[N:21][CH:22]=2)[CH2:13][CH2:12]1)(C(C)(C)C)(C)C.[F-].C([N+](CCCC)(CCCC)CCCC)CCC.C(OCC)C>C1COCC1.CO.Cl>[CH:37]1([N:30]2[C:28]3[N:29]=[C:24]([NH:23][C:20]4[N:21]=[CH:22][C:17]([N:14]5[CH2:15][CH2:16][N:11]([CH2:10][CH2:9][OH:8])[CH2:12][CH2:13]5)=[CH:18][CH:19]=4)[N:25]=[CH:26][C:27]=3[C:32]3[CH:33]=[CH:34][N:35]=[CH:36][C:31]2=3)[CH2:38][CH2:39][CH2:40][CH2:41]1 |f:1.2|. The product is C1(CCCC1)N1C2=C(C3=C1N=C(N=C3)NC3=CC=C(C=N3)N3CCN(CC3)CCO)C=CN=C2 (2-(4-(6-((9-Cyclopentyl-9H-pyrido[4′,3′:4,5]pyrrolo[2,3-d]pyrimidin-2-yl)amino)-3-pyridinyl)-1-piperazinyl)ethanol). The solvent is C1CCOC1 (THF), CO (methanol), C1CCOC1 (THF), Cl (HCl). Yield: 0.1%. Reaction conditions: time 2 hour.